From a dataset of the Open Reaction Database (ORD), a public repository of structured organic reaction records. describe an organic reaction: reactants, conditions, products, and yield Reactants: C=O, O=CO, Cl, CCOC(=O)C1CCNCC1. Product: CCOC(=O)C1CCN(C)CC1. As a reaction SMILES: [CH2:12]=[O:13].[CH:14]([OH:15])=[O:16].[ClH:17].[NH:1]1[CH2:2][CH2:3][CH:4]([C:5](=[O:6])[O:7][CH2:8][CH3:9])[CH2:10][CH2:11]1>>[N:1]1([CH3:14])[CH2:2][CH2:3][CH:4]([C:5](=[O:6])[O:7][CH2:8][CH3:9])[CH2:10][CH2:11]1. The reactants are O=C([O-])[O-], CC1CCCN1, CS(C)=O, N#Cc1ccc(F)c2ccccc12, [K+], [K+], O. Product: CC1CCCN1c1ccc(C#N)c2ccccc12. As a reaction SMILES: [C:20](=[O:21])([O-:22])[O-:23].[CH3:14][CH:15]1[NH:16][CH2:17][CH2:18][CH2:19]1.[CH3:26][S:27]([CH3:28])=[O:29].[F:1][c:2]1[cH:3][cH:4][c:5]([C:12]#[N:13])[c:6]2[cH:7][cH:8][cH:9][cH:10][c:11]12.[K+:24].[K+:25].[OH2:30]>>[c:2]1([N:16]2[CH:15]([CH3:14])[CH2:19][CH2:18][CH2:17]2)[cH:3][cH:4][c:5]([C:12]#[N:13])[c:6]2[cH:7][cH:8][cH:9][cH:10][c:11]12. Starting materials: BrB(Br)Br, CCC1CN=C(c2ccc(-c3cc(Oc4cnc(S(C)(=O)=O)cn4)cc(OC(C)COC)c3)[nH]2)O1, ClCCl, [Na+], O=C([O-])O. Product: CCC1CN=C(c2ccc(-c3cc(Oc4cnc(S(C)(=O)=O)cn4)cc(OC(C)CO)c3)[nH]2)O1. As a reaction SMILES: [B:36]([Br:37])([Br:38])[Br:39].[CH2:1]([CH3:2])[CH:3]1[CH2:4][N:5]=[C:6]([c:8]2[cH:9][cH:10][c:11](-[c:13]3[cH:14][c:15]([O:16][c:17]4[n:18][cH:19][c:20]([S:23](=[O:24])(=[O:25])[CH3:26])[n:21][cH:22]4)[cH:27][c:28]([O:30][CH:31]([CH2:32][O:33][CH3:34])[CH3:35])[cH:29]3)[nH:12]2)[O:7]1.[CH2:45]([Cl:46])[Cl:47].[Na+:40].[OH:41][C:42](=[O:43])[O-:44]>>[CH2:1]([CH3:2])[CH:3]1[CH2:4][N:5]=[C:6]([c:8]2[cH:9][cH:10][c:11](-[c:13]3[cH:14][c:15]([O:16][c:17]4[n:18][cH:19][c:20]([S:23](=[O:24])(=[O:25])[CH3:26])[n:21][cH:22]4)[cH:27][c:28]([O:30][CH:31]([CH2:32][OH:33])[CH3:35])[cH:29]3)[nH:12]2)[O:7]1. Starting materials: [H-].[Na+] (NaH), CN(CCCO)C (3-dimethylamino-1-propanol), FC1=CC=C(C=C1)S(=O)(=O)NC1=CC=C(C=C1)Cl (4-fluoro-N-(4-chlorophenyl)benzenesulfonamide). Run in O1CCOCC1 (dioxane), O1CCOCC1 (dioxane). Reaction conditions: time 1 hour. The product is desired product, ClC1=CC=C(C=C1)NS(=O)(=O)C1=CC=C(C=C1)OCCCN(C)C (N-(4-chlorophenyl)-4-[3-(dimethylamino)propoxy]benzenesulfonamide). As a reaction SMILES: [H-].[Na+].[CH3:3][N:4]([CH3:9])[CH2:5][CH2:6][CH2:7][OH:8].F[C:11]1[CH:16]=[CH:15][C:14]([S:17]([NH:20][C:21]2[CH:26]=[CH:25][C:24]([Cl:27])=[CH:23][CH:22]=2)(=[O:19])=[O:18])=[CH:13][CH:12]=1>O1CCOCC1>[Cl:27][C:24]1[CH:23]=[CH:22][C:21]([NH:20][S:17]([C:14]2[CH:15]=[CH:16][C:11]([O:8][CH2:7][CH2:6][CH2:5][N:4]([CH3:9])[CH3:3])=[CH:12][CH:13]=2)(=[O:19])=[O:18])=[CH:26][CH:25]=1 |f:0.1|. Procedure details: To a suspention of NaH (100 mmol, 55-65% in oil) in dry dioxane (140 mL) was added 3-dimethylamino-1-propanol (11.90 mL, 100 mmol). The mixture was stirred 1 h at room temperature. A solution of 4-fluoro-N-(4-chlorophenyl)benzenesulfonamide (9.53 g, 33.35 mmol, preparation described in example 66) in dry dioxane (35 mL) was added. The resulting mixture was heated 24 h at 100° C. Solvents were evaporated. NH4Cl saturated solution in water (75 mL) was added and the desired product was extracted wi... The reactants are CO[C@]1(O[C@@H]2CCCCCCCCC\C(=C/C(O[C@@H](C1)C2)=O)\C)[C@H]2N(C(SC2)=O)CC2=CC=C(C=C2)OC ((R)-4-((1R,15R,17R,Z)-17-methoxy-5-methyl-3-oxo-2,16-dioxa-bicyclo[13.3.1]nonadec-4-en-17-yl)-3-(4-methoxybenzyl)thiazolidin-2-one), CO[C@]1(O[C@@H]2CCC\C=C/CC\C(=C/C(O[C@@H](C1)C2)=O)\C)[C@H]2N(C(SC2)=O)CC2=CC=C(C=C2)OC ((R)-4-((1R,4Z,8Z,13R,15R)-15-methoxy-5-methyl-3-oxo-2,14-dioxa-bicyclo[11.3.1]heptadeca-4,8-dien-15-yl)-3-(4-methoxybenzyl)thiazolidin-2-one). The product is O[C@]1(O[C@@H]2CCCCCCCCC\C(=C/C(O[C@@H](C1)C2)=O)\C)[C@H]2NC(SC2)=O ((R)-4-((1R,15R,17R,Z)-17-Hydroxy-5-methyl-3-oxo-2,16-dioxa-bicyclo[13.3.1]nonadec-4-en-17-yl)thiazolidin-2-one). As a reaction SMILES: C[O:2][C@:3]1([C@@H:24]2[CH2:28][S:27][C:26](=[O:29])[N:25]2CC2C=CC(OC)=CC=2)[CH2:20][C@H:19]2[CH2:21][C@@H:5]([CH2:6][CH2:7][CH2:8][CH2:9][CH2:10][CH2:11][CH2:12][CH2:13][CH2:14][C:15]([CH3:23])=[CH:16][C:17](=[O:22])[O:18]2)[O:4]1.CO[C@]1([C@@H]2CSC(=O)N2CC2C=CC(OC)=CC=2)C[C@H]2C[C@@H](CCCC=CCCC(C)=CC(=O)O2)O1>>[OH:2][C@:3]1([C@@H:24]2[CH2:28][S:27][C:26](=[O:29])[NH:25]2)[CH2:20][C@H:19]2[CH2:21][C@@H:5]([CH2:6][CH2:7][CH2:8][CH2:9][CH2:10][CH2:11][CH2:12][CH2:13][CH2:14][C:15]([CH3:23])=[CH:16][C:17](=[O:22])[O:18]2)[O:4]1. Reported procedure: Application of the method shown in Example 46, with the modification that (R)-4-((1R,15R,17R,Z)-17-methoxy-5-methyl-3-oxo-2,16-dioxa-bicyclo[13.3.1]nonadec-4-en-17-yl)-3-(4-methoxybenzyl)thiazolidin-2-one is substituted for (R)-4-((1R,4Z,8Z,13R,15R)-15-methoxy-5-methyl-3-oxo-2,14-dioxa-bicyclo[11.3.1]heptadeca-4,8-dien-15-yl)-3-(4-methoxybenzyl)thiazolidin-2-one, affords the title compound. The reactants are C(C)(C)C1=CC=C(C=C1)S(=O)(=O)NC(C(OC1=C(C=C(C=C1)CO)CCC)C1=CC2=C(C=C1)OCO2)=O (N-(4-iso-propylbenzenesulfonyl)-α-(4-hydroxymethyl-2-n-propylphenoxy)-3,4-methylenedioxyphenylacetamide), 3A. Reagents/catalysts: [O-2].[O-2].[Mn+4] (manganese dioxide). Run in ClCCl (dichloromethane). Run at time 14 hour. The product is C(C)(C)C1=CC=C(C=C1)S(=O)(=O)NC(C(OC1=C(C=C(C=C1)C=O)CCC)C1=CC2=C(C=C1)OCO2)=O (N-(4-iso-propylbenzenesulfonyl)-α-(4-formyl-2-n-propylphenoxy)-3,4-methylenedioxyphenylacetamide). Yield: 26.1%. As a reaction SMILES: [CH:1]([C:4]1[CH:9]=[CH:8][C:7]([S:10]([NH:13][C:14](=[O:37])[CH:15]([C:28]2[CH:33]=[CH:32][C:31]3[O:34][CH2:35][O:36][C:30]=3[CH:29]=2)[O:16][C:17]2[CH:22]=[CH:21][C:20]([CH2:23][OH:24])=[CH:19][C:18]=2[CH2:25][CH2:26][CH3:27])(=[O:12])=[O:11])=[CH:6][CH:5]=1)([CH3:3])[CH3:2]>ClCCl.[O-2].[O-2].[Mn+4]>[CH:1]([C:4]1[CH:5]=[CH:6][C:7]([S:10]([NH:13][C:14](=[O:37])[CH:15]([C:28]2[CH:33]=[CH:32][C:31]3[O:34][CH2:35][O:36][C:30]=3[CH:29]=2)[O:16][C:17]2[CH:22]=[CH:21][C:20]([CH:23]=[O:24])=[CH:19][C:18]=2[CH2:25][CH2:26][CH3:27])(=[O:11])=[O:12])=[CH:8][CH:9]=1)([CH3:2])[CH3:3] |f:2.3.4|. Reported procedure: To a solution of 0.573 g (1.09 mmol) of the product of Example 65 dissolved in 5.0 mL of dichloromethane was added 2.86 g (32.9 mmol) of manganese dioxide and 1.15 g of finely powdered 3A molecular sieves and the reaction mixture was magnetically stirred at room temperature for 14 hours. The reaction mixture was then filtered through a bed of celite and MgSO4 and the flitrate was evaporated in vacuo. The residue was dissolved in dichloromethane and applied to a silica gel flash chromatography co...